This data is from the Open Reaction Database (ORD), a public repository of structured organic reaction records. The task is: describe an organic reaction: reactants, conditions, products, and yield The reactants are BrC=1C=CC(=NC1)[C@@H](C)NC(CC1=CC=C(C=C1)C=1C=NOC1C)=O (N-[(1R)-1-(5-bromopyridin-2-yl)ethyl]-2-[4-(5-methylisoxazol-4-yl)phenyl]acetamide), C(=C)B1OC(C(O1)(C)C)(C)C (2-vinyl-4,4,5,5-tetramethyl-1,3,2-dioxaborolane), CC1=CC(=C(C=C1P(C2=CC(=C(C=C2C)C)S(=O)(=O)[O-])C3=CC(=C(C=C3C)C)S(=O)(=O)[O-])S(=O)(=O)[O-])C.[Na+].[Na+].[Na+] (TXPTS), C(C)(C)NC(C)C (diisopropylamine). Reagents/catalysts: C(C)(=O)[O-].[Pd+2].C(C)(=O)[O-] (Palladium (II) acetate). Run in CC#N (CH3CN), O (water). Run at time 20 minute. Yields the product CC1=C(C=NO1)C1=CC=C(C=C1)CC(=O)N[C@H](C)C1=NC=C(C=C1)C=C (2-[4-(5-methylisoxazol-4-yl)phenyl]-N-[(1R)-1-(5-vinylpyridin-2-yl)ethyl]acetamide). Reaction SMILES: Br[C:2]1[CH:3]=[CH:4][C:5]([C@H:8]([NH:10][C:11](=[O:25])[CH2:12][C:13]2[CH:18]=[CH:17][C:16]([C:19]3[CH:20]=[N:21][O:22][C:23]=3[CH3:24])=[CH:15][CH:14]=2)[CH3:9])=[N:6][CH:7]=1.[CH:26](B1OC(C)(C)C(C)(C)O1)=[CH2:27].CC1C(P(C2C(C)=CC(C)=C(S([O-])(=O)=O)C=2)C2C(C)=CC(C)=C(S([O-])(=O)=O)C=2)=CC(S([O-])(=O)=O)=C(C)C=1.[Na+].[Na+].[Na+].C(NC(C)C)(C)C>CC#N.O.C([O-])(=O)C.[Pd+2].C([O-])(=O)C>[CH3:24][C:23]1[O:22][N:21]=[CH:20][C:19]=1[C:16]1[CH:17]=[CH:18][C:13]([CH2:12][C:11]([NH:10][C@@H:8]([C:5]2[CH:4]=[CH:3][C:2]([CH:26]=[CH2:27])=[CH:7][N:6]=2)[CH3:9])=[O:25])=[CH:14][CH:15]=1 |f:2.3.4.5,9.10.11|. Procedure: To a solution of 0.18 g (0.46 mmol) N-[(1R)-1-(5-bromopyridin-2-yl)ethyl]-2-[4-(5-methylisoxazol-4-yl)phenyl]acetamide in 0.50 ml CH3CN and 0.50 ml water was added 0.07 g (0.46 mmol) 2-vinyl-4,4,5,5-tetramethyl-1,3,2-dioxaborolane, 0.02 g (0.03 mmol) TXPTS, 0.003 g (0.01 mmol) Palladium (II) acetate, and 0.13 mL (0.92 mmol) diisopropylamine. After 20 min in the microwave at 120° C., the reaction mixture was cooled, extracted with CH2Cl2, and washed with brine. The organic layer was dried over Na...